From a dataset of the Open Reaction Database (ORD), a public repository of structured organic reaction records. describe an organic reaction: reactants, conditions, products, and yield Starting materials: C1CCOC1, CC12CCC3c4cc(O)c(OCc5ccccc5)cc4CCC3C1CCC2O, [Li+], [OH-], O. The product is COc1cc2c(cc1OCc1ccccc1)CCC1C2CCC2(C)C(O)CCC12. As a reaction SMILES: [CH2:32]1[O:33][CH2:34][CH2:35][CH2:36]1.[CH2:4]([c:5]1[cH:6][cH:7][cH:8][cH:9][cH:10]1)[O:11][c:12]1[cH:13][c:14]2[c:27]([cH:28][c:29]1[OH:30])[CH:26]1[CH:17]([CH2:16][CH2:15]2)[CH:18]2[CH2:19][CH2:20][CH:21]([OH:31])[C:22]2([CH3:23])[CH2:24][CH2:25]1.[Li+:2].[OH-:1].[OH2:3]>>[CH2:4]([c:5]1[cH:6][cH:7][cH:8][cH:9][cH:10]1)[O:11][c:12]1[cH:13][c:14]2[c:27]([cH:28][c:29]1[O:30][CH3:32])[CH:26]1[CH:17]([CH2:16][CH2:15]2)[CH:18]2[CH2:19][CH2:20][CH:21]([OH:31])[C:22]2([CH3:23])[CH2:24][CH2:25]1. Reactants: C1COCCN1, ClCCl, COc1c(C)c(Cc2ccc(-c3cccnc3)c(C(=O)O)c2)c(OC)c(OC)c1OC, CN(C)c1ccncc1. The product is COc1c(C)c(Cc2ccc(-c3cccnc3)c(C(=O)N3CCOCC3)c2)c(OC)c(OC)c1OC. Reaction SMILES: [CH2:32]1[CH2:33][O:34][CH2:35][CH2:36][NH:37]1.[CH2:47]([Cl:48])[Cl:49].[CH3:1][O:2][c:3]1[c:4]([CH3:31])[c:5]([CH2:6][c:7]2[cH:8][cH:9][c:10](-[c:16]3[cH:17][n:18][cH:19][cH:20][cH:21]3)[c:11]([C:12](=[O:13])[OH:14])[cH:15]2)[c:22]([O:29][CH3:30])[c:23]([O:27][CH3:28])[c:24]1[O:25][CH3:26].[CH3:38][N:39]([CH3:40])[c:41]1[cH:42][cH:43][n:44][cH:45][cH:46]1>>[CH3:1][O:2][c:3]1[c:4]([CH3:31])[c:5]([CH2:6][c:7]2[cH:8][cH:9][c:10](-[c:16]3[cH:17][n:18][cH:19][cH:20][cH:21]3)[c:11]([C:12](=[O:13])[N:37]3[CH2:32][CH2:33][O:34][CH2:35][CH2:36]3)[cH:15]2)[c:22]([O:29][CH3:30])[c:23]([O:27][CH3:28])[c:24]1[O:25][CH3:26]. Reactants: solvent C, solvent C, C(C1=CC=CC=C1)(C1=CC=CC=C1)(C1=CC=CC=C1)NC=1SC=C(N1)/C(/C(=O)OCC)=N/OCCBr (ethyl 2-(2-tritylaminothiazol-4-yl)-2-((Z)-2-bromoethoxyimino)acetate), [Na] (sodium), CS (methyl mercaptan), ester. Product: C(C1=CC=CC=C1)(C1=CC=CC=C1)(C1=CC=CC=C1)NC=1SC=C(N1)/C(/C(=O)O)=N/OCCSC (2-(2-tritylaminothiazol-4-yl)-2-((Z)-2-methylthioethoxyimino)acetic acid). As a reaction SMILES: [C:1]([NH:20][C:21]1[S:22][CH:23]=[C:24](/[C:26](=[N:32]/[O:33][CH2:34][CH2:35]Br)/[C:27]([O:29]CC)=[O:28])[N:25]=1)([C:14]1[CH:19]=[CH:18][CH:17]=[CH:16][CH:15]=1)([C:8]1[CH:13]=[CH:12][CH:11]=[CH:10][CH:9]=1)[C:2]1[CH:7]=[CH:6][CH:5]=[CH:4][CH:3]=1.[Na].[CH3:38][SH:39]>>[C:1]([NH:20][C:21]1[S:22][CH:23]=[C:24](/[C:26](=[N:32]/[O:33][CH2:34][CH2:35][S:39][CH3:38])/[C:27]([OH:29])=[O:28])[N:25]=1)([C:14]1[CH:19]=[CH:18][CH:17]=[CH:16][CH:15]=1)([C:2]1[CH:7]=[CH:6][CH:5]=[CH:4][CH:3]=1)[C:8]1[CH:9]=[CH:10][CH:11]=[CH:12][CH:13]=1 |^1:36|. Procedure details: N.m.r. in solvent C: 1.44 (s, 9H), 4.75 (d, 2H), 5.92 (m, 1H), 6.56 (s, 1H), 6.7-6.9 (m, 2H), 7.29 (s, 15H). 2. N.m.r. in solvent C: 3.4 (m, 2H), 3.9 (d, 1H), 4.45 (d, 1H), 4.9 (m, 2H), 5.02 (d, 1H), 5.7 (m, 1H), 5.95 (d, 1H), 6.83 (s, 1H), 6.9 (d, 1H), 7.32 (s, 15H). 3. The starting material was prepared by reaction of ethyl 2-(2-tritylaminothiazol-4-yl)-2-((Z)-2-bromoethoxyimino)acetate (UK Patent Application 2017702A) with the sodium salt of methyl mercaptan and hydrolysis of the resulting es... Reactants: CC(C)(C)OC(=O)NC(Cc1ccccc1)CC1OC(C)(C)N(C(=O)OCc2ccccc2)C1Cc1ccc(OC(=O)C(F)(F)F)cc1, CCCC[Sn](CCCC)(CCCC)c1cccc(C)n1, [Cl-], [Li+], CN(C)C=O, Cl[Pd]Cl, c1ccc(P(c2ccccc2)c2ccccc2)cc1, c1ccc(P(c2ccccc2)c2ccccc2)cc1. The product is Cc1cccc(-c2ccc(CC3C(CC(Cc4ccccc4)NC(=O)OC(C)(C)C)OC(C)(C)N3C(=O)OCc3ccccc3)cc2)n1. As a reaction SMILES: [CH2:1]([c:2]1[cH:3][cH:4][cH:5][cH:6][cH:7]1)[O:8][C:9](=[O:10])[N:11]1[C:12]([CH3:47])([CH3:48])[O:13][CH:14]([CH2:30][CH:31]([CH2:32][c:33]2[cH:34][cH:35][cH:36][cH:37][cH:38]2)[NH:39][C:40](=[O:41])[O:42][C:43]([CH3:44])([CH3:45])[CH3:46])[CH:15]1[CH2:16][c:17]1[cH:18][cH:19][c:20]([O:23][C:24](=[O:25])[C:26]([F:27])([F:28])[F:29])[cH:21][cH:22]1.[CH3:51][c:52]1[n:53][c:54]([Sn:58]([CH2:59][CH2:60][CH2:61][CH3:62])([CH2:63][CH2:64][CH2:65][CH3:66])[CH2:67][CH2:68][CH2:69][CH3:70])[cH:55][cH:56][cH:57]1.[Cl-:49].[Li+:50].[O:71]=[CH:72][N:73]([CH3:74])[CH3:75].[Pd:76]([Cl:77])[Cl:78].[c:79]1([P:80]([c:81]2[cH:82][cH:83][cH:84][cH:85][cH:86]2)[c:87]2[cH:88][cH:89][cH:90][cH:91][cH:92]2)[cH:93][cH:94][cH:95][cH:96][cH:97]1.[c:98]1([P:99]([c:100]2[cH:101][cH:102][cH:103][cH:104][cH:105]2)[c:106]2[cH:107][cH:108][cH:109][cH:110][cH:111]2)[cH:112][cH:113][cH:114][cH:115][cH:116]1>>[CH2:1]([c:2]1[cH:3][cH:4][cH:5][cH:6][cH:7]1)[O:8][C:9](=[O:10])[N:11]1[C:12]([CH3:47])([CH3:48])[O:13][CH:14]([CH2:30][CH:31]([CH2:32][c:33]2[cH:34][cH:35][cH:36][cH:37][cH:38]2)[NH:39][C:40](=[O:41])[O:42][C:43]([CH3:44])([CH3:45])[CH3:46])[CH:15]1[CH2:16][c:17]1[cH:18][cH:19][c:20](-[c:54]2[n:53][c:52]([CH3:51])[cH:57][cH:56][cH:55]2)[cH:21][cH:22]1. Reactants: O=C(Cl)c1ccccc1, ClCCl, Nc1cc(-c2ccccn2)cn(-c2ccccc2)c1=O, c1ccncc1. Yields the product O=C(Nc1cc(-c2ccccn2)cn(-c2ccccc2)c1=O)c1ccccc1. RXN SMILES: [C:21]([c:22]1[cH:23][cH:24][cH:25][cH:26][cH:27]1)(=[O:28])[Cl:29].[CH2:30]([Cl:31])[Cl:32].[NH2:1][c:2]1[c:3](=[O:20])[n:4](-[c:14]2[cH:15][cH:16][cH:17][cH:18][cH:19]2)[cH:5][c:6](-[c:8]2[n:9][cH:10][cH:11][cH:12][cH:13]2)[cH:7]1.[cH:33]1[cH:34][cH:35][n:36][cH:37][cH:38]1>>[NH:1]([c:2]1[c:3](=[O:20])[n:4](-[c:14]2[cH:15][cH:16][cH:17][cH:18][cH:19]2)[cH:5][c:6](-[c:8]2[n:9][cH:10][cH:11][cH:12][cH:13]2)[cH:7]1)[C:21]([c:22]1[cH:23][cH:24][cH:25][cH:26][cH:27]1)=[O:28]. Starting materials: Amide, NC1CCOCC1 (4-aminotetrahydropyran), ester, COC(=O)C=1C(=CC=C(C1)C=1SC=C(N1)C1=CC(=C(C=C1)Cl)Cl)C1=CC=C(C=C1)C(=O)O (4-[4-(3,4-dichloro-phenyl)-thiazol-2-yl]-biphenyl-2,4′-dicarboxylic acid 2-methyl ester), COC(=O)C=1C(=CC=C(C1)C=1SC=C(N1)C1=CC(=C(C=C1)Cl)Cl)C1=CC=C(C=C1)C(=O)O (4-[4-(3,4-dichloro-phenyl)-thiazol-2-yl]-biphenyl-2,4′-dicarboxylic acid 2-methyl ester). Isolated yield 27.5%. Procedure details: Using the conditions of General Procedure E for Amide Coupling in Parallel Mode, 4-[4-(3,4-dichloro-phenyl)-thiazol-2-yl]-biphenyl-2,4′-dicarboxylic acid 2-methyl ester (which may be prepared as described for Intermediate 8; 100 mg, 0.21 mmol) was reacted with 4-aminotetrahydropyran (available from Aldrich Chemical Company, Inc.; 63 mg, 0.62 mmol). The resulting ester was hydrolyzed and the acid was purified using HPLC Purification Conditions B to give 4-[4-(3,4-dichloro-phenyl)-thiazol-2-yl]-4′... RXN SMILES: C[O:2][C:3]([C:5]1[C:6]([C:24]2[CH:29]=[CH:28][C:27]([C:30](O)=[O:31])=[CH:26][CH:25]=2)=[CH:7][CH:8]=[C:9]([C:11]2[S:12][CH:13]=[C:14]([C:16]3[CH:21]=[CH:20][C:19]([Cl:22])=[C:18]([Cl:23])[CH:17]=3)[N:15]=2)[CH:10]=1)=[O:4].[NH2:33][CH:34]1[CH2:39][CH2:38][O:37][CH2:36][CH2:35]1>>[Cl:23][C:18]1[CH:17]=[C:16]([C:14]2[N:15]=[C:11]([C:9]3[CH:10]=[C:5]([C:3]([OH:2])=[O:4])[C:6]([C:24]4[CH:29]=[CH:28][C:27]([C:30](=[O:31])[NH:33][CH:34]5[CH2:39][CH2:38][O:37][CH2:36][CH2:35]5)=[CH:26][CH:25]=4)=[CH:7][CH:8]=3)[S:12][CH:13]=2)[CH:21]=[CH:20][C:19]=1[Cl:22]. Yields the product ClC=1C=C(C=CC1Cl)C=1N=C(SC1)C=1C=C(C(=CC1)C1=CC=C(C=C1)C(NC1CCOCC1)=O)C(=O)O (4-[4-(3,4-dichloro-phenyl)-thiazol-2-yl]-4′-(tetrahydro-pyran-4-ylcarbamoyl)-biphenyl-2-carboxylic acid). Starting materials: C(C)N(C1=CC(=C(C(=O)C2=C(C=NC=C2)C(=O)O)C=C1)C)CC (4-[4-(diethylamino)-2-methylbenzoyl]-3-pyridinecarboxylic acid), C1(=CC=CC=C1)NC1=CC=CC=C1 (diphenylamine), C(C)N(C1=CC(=C(C(=O)C=2C=NC=CC2C(=O)O)C=C1)C)CC (3-[4-(diethylamino)-2-methylbenzoyl]-4-pyridinecarboxylic acid). Yields the product C(C)(=O)OC(C)=O (acetic anhydride), C(C)N(C1=CC(=C(C=C1)C1(OC(C2=C1C=NC=C2)=O)N(C2=CC=CC=C2)C2=CC=CC=C2)C)CC (3-[4-(diethylamino)-2-methylphenyl]-3-(diphenylamino)furo[3,4-c]pyridine-1(3H)-one), C(C)N(C1=CC(=C(C=C1)C1(OC(C=2C=NC=CC21)=O)N(C2=CC=CC=C2)C2=CC=CC=C2)C)CC (1-[4-(diethylamino)-2-methylphenyl]-1-(diphenylamino)furo[3,4-c]pyridine-3(1H)-one). RXN SMILES: [CH2:1]([N:3]([CH2:22][CH3:23])[C:4]1[CH:20]=[CH:19][C:7]([C:8]([C:10]2[CH:11]=[N:12][CH:13]=[CH:14][C:15]=2[C:16]([OH:18])=[O:17])=O)=[C:6]([CH3:21])[CH:5]=1)[CH3:2].[CH2:24]([N:26]([CH2:45][CH3:46])[C:27]1[CH:43]=[CH:42][C:30]([C:31]([C:33]2[CH:38]=[CH:37][N:36]=[CH:35][C:34]=2[C:39]([OH:41])=[O:40])=[O:32])=[C:29]([CH3:44])[CH:28]=1)[CH3:25].[C:47]1([NH:53][C:54]2[CH:59]=[CH:58][CH:57]=[CH:56][CH:55]=2)[CH:52]=[CH:51][CH:50]=[CH:49][CH:48]=1>>[C:31]([O:18][C:16](=[O:17])[CH3:15])(=[O:32])[CH3:30].[CH2:1]([N:3]([CH2:22][CH3:23])[C:4]1[CH:20]=[CH:19][C:7]([C:8]2([N:53]([C:47]3[CH:48]=[CH:49][CH:50]=[CH:51][CH:52]=3)[C:54]3[CH:55]=[CH:56][CH:57]=[CH:58][CH:59]=3)[C:10]3[CH:11]=[N:12][CH:13]=[CH:14][C:15]=3[C:16](=[O:18])[O:17]2)=[C:6]([CH3:21])[CH:5]=1)[CH3:2].[CH2:45]([N:26]([CH2:24][CH3:25])[C:27]1[CH:43]=[CH:42][C:30]([C:31]2([N:53]([C:54]3[CH:55]=[CH:56][CH:57]=[CH:58][CH:59]=3)[C:47]3[CH:52]=[CH:51][CH:50]=[CH:49][CH:48]=3)[C:33]3[CH:38]=[CH:37][N:36]=[CH:35][C:34]=3[C:39](=[O:40])[O:41]2)=[C:29]([CH3:44])[CH:28]=1)[CH3:46]. Reported procedure: Following a procedure similar to that described in Example 3 but employing 1.6 g. of an isomer mixture comprising 3-[4-(diethylamino)-2-methylbenzoyl]-4-pyridinecarboxylic acid and 4-[4-(diethylamino)-2-methylbenzoyl]-3-pyridinecarboxylic acid, 0.9 g. of diphenylamine and 6 ml. of acetic anhydride there was obtained an isomer mixture comprising 3-[4-(diethylamino)-2-methylphenyl]-3-(diphenylamino)furo[3,4-c]pyridine-1(3H)-one and 1-[4-(diethylamino)-2-methylphenyl]-1-(diphenylamino)furo[3,4-c]py... The reactants are C(C)(C)(C)O[C@H](C(=O)O)C=1C(=C2C=CC(=NC2=CC1C)C(=O)OC)C1=CC=C(C=C1)Cl ((S)-2-tert-butoxy-2-(5-(4-chlorophenyl)-2-(methoxycarbonyl)-7-methylquinolin-6-yl)acetic acid), C(C)(C)(C)O[C@H](CO)C=1C(=C2C=CC(=NC2=CC1C)COCC)C1=CC=C(C=C1)Cl ((S)-2-tert-butoxy-2-(5-(4-chlorophenyl)-2-(ethoxymethyl)-7-methylquinolin-6-yl)ethanol). Reported procedure: (S)-2-tert-Butoxy-2-(5-(4-chlorophenyl)-2-(ethoxycarbonyl)-7-methylquinolin-6-yl)acetic acid was prepared following the procedure used to prepare compound (S)-2-tert-butoxy-2-(5-(4-chlorophenyl)-2-(methoxycarbonyl)-7-methylquinolin-6-yl)acetic acid of Example 12, except that (S)-2-tert-butoxy-2-(5-(4-chlorophenyl)-2-(ethoxymethyl)-7-methylquinolin-6-yl)ethanol was used instead of (S)-2-tert-butoxy-2-(5-(4-chlorophenyl)-2-(methoxymethyl)-7-methylquinolin-6-yl)ethanol. 1H-NMR 300 MHz, (CD3OD) δ8.1... The product is C(C)(C)(C)O[C@H](C(=O)O)C=1C(=C2C=CC(=NC2=CC1C)C(=O)OCC)C1=CC=C(C=C1)Cl ((S)-2-tert-Butoxy-2-(5-(4-chlorophenyl)-2-(ethoxycarbonyl)-7-methylquinolin-6-yl)acetic acid). Reaction SMILES: [C:1]([O:5][C@@H:6]([C:10]1[C:11]([C:25]2[CH:30]=[CH:29][C:28]([Cl:31])=[CH:27][CH:26]=2)=[C:12]2[C:17](=[CH:18][C:19]=1[CH3:20])[N:16]=[C:15]([C:21]([O:23][CH3:24])=[O:22])[CH:14]=[CH:13]2)[C:7]([OH:9])=[O:8])([CH3:4])([CH3:3])[CH3:2].[C:32](O[C@@H](C1C(C2C=CC(Cl)=CC=2)=C2C(=CC=1C)N=C(COCC)C=C2)CO)(C)(C)C>>[C:1]([O:5][C@@H:6]([C:10]1[C:11]([C:25]2[CH:26]=[CH:27][C:28]([Cl:31])=[CH:29][CH:30]=2)=[C:12]2[C:17](=[CH:18][C:19]=1[CH3:20])[N:16]=[C:15]([C:21]([O:23][CH2:24][CH3:32])=[O:22])[CH:14]=[CH:13]2)[C:7]([OH:9])=[O:8])([CH3:4])([CH3:2])[CH3:3]. Reactants: NC=1N([C@H]2C[C@H](O)[C@@H](CO)O2)C=2N=CN=C(C2N1)N (8-amino-2′-deoxyadenosine), [C@@H]1([C@H](O)[C@H](O)[C@@H](CO)O1)N1C=NC=2C(N)=NC=NC12 (Adenosine), crude powder. As a reaction SMILES: [NH2:1][C:2]1[N:3]([C:12]2[N:13]=[CH:14][N:15]=[C:16](N)[C:17]=2[N:18]=1)[C@@H:4]1[O:11][C@H:8]([CH2:9][OH:10])[C@@H:6]([OH:7])[CH2:5]1.[C@@H]1(N2C3N=CN=C(N)C=3N=C2)O[C@H](CO)[C@@H](O)[C@H]1[OH:22]>P([O-])([O-])([O-])=O.[Na+].[Na+].[Na+]>[NH2:1][C:2]1[N:3]([C:12]2[N:13]=[CH:14][N:15]=[C:16]([OH:22])[C:17]=2[N:18]=1)[C@@H:4]1[O:11][C@H:8]([CH2:9][OH:10])[C@@H:6]([OH:7])[CH2:5]1 |f:2.3.4.5|. Run in P(=O)([O-])([O-])[O-].[Na+].[Na+].[Na+] (sodium phosphate). Reported procedure: In a round-bottom flask 2 g (7.5 mmol) of 8-amino-2′-deoxyadenosine (Long R. A. et al ref. 36 and Example 2) were dissolved with 150 ml of 0.1 M aqueous sodium phosphate buffer (pH 7.5). Adenosine deaminase (150 mg of crude powder from calf intestinal mucosa) was added. The resulting solution was stirred at 37° C. for 72 hrs. A precipitate was formed that was the desired product. Completion of the reaction was checked by TLC (ethanol/dichloromethane 1:4). It was observed the disappearance of the... Run at temperature 37 celsius, time 72 hour. Yields the product NC=1N([C@H]2C[C@H](O)[C@@H](CO)O2)C=2N=CN=C(C2N1)O (8-amino-2′-deoxyinosine).